This data is from the Open Reaction Database (ORD), a public repository of structured organic reaction records. The task is: describe an organic reaction: reactants, conditions, products, and yield The product is N#Cc1ccsc1C1=CC(=O)Nc2cc(-c3ccc(F)cc3)ccc2N1. Reactants: CC(C)(C)OC(=O)Nc1ccc(-c2ccc(F)cc2)cc1NC(=O)CC(=O)c1sccc1C#N, ClCCl, O=C(O)C(F)(F)F. As a reaction SMILES: [C:1]([O:2][C:3](=[O:4])[NH:7][c:8]1[c:9]([NH:21][C:22]([CH2:23][C:24](=[O:5])[c:26]2[s:27][cH:28][cH:29][c:30]2[C:31]#[N:32])=[O:33])[cH:10][c:11](-[c:14]2[cH:15][cH:16][c:17]([F:20])[cH:18][cH:19]2)[cH:12][cH:13]1)([CH3:6])([CH3:25])[CH3:34].[Cl:42][CH2:43][Cl:44].[F:35][C:36]([F:37])([F:38])[C:39]([OH:40])=[O:41]>>[NH:7]1[c:8]2[c:9]([cH:10][c:11](-[c:14]3[cH:15][cH:16][c:17]([F:20])[cH:18][cH:19]3)[cH:12][cH:13]2)[NH:21][C:22](=[O:33])[CH:23]=[C:24]1[c:26]1[s:27][cH:28][cH:29][c:30]1[C:31]#[N:32].